This data is from the Open Reaction Database (ORD), a public repository of structured organic reaction records. The task is: describe an organic reaction: reactants, conditions, products, and yield The reactants are [H-].[Al+3].[Li+].[H-].[H-].[H-] (lithium aluminium hydride), S(O)(O)(=O)=O (sulphuric acid), C(=C\CCC)/[C@@H]1CC[C@H](CC1)C(C(=O)O)C(=O)O ([trans-4-(1E-pentenyl)cyclohexyl]malonic acid), ice. Run in C(C)OCC (diethyl ether), C(C)OCC (diethyl ether). Run at time 4 hour. The product is C(=C\CCC)/[C@@H]1CC[C@H](CC1)C(CO)CO (2-[trans-4-(1E-pentenyl)cyclohexyl]-1,3-propanediol). Reaction SMILES: [CH:1](/[C@H:6]1[CH2:11][CH2:10][C@H:9]([CH:12]([C:16](O)=[O:17])[C:13](O)=[O:14])[CH2:8][CH2:7]1)=[CH:2]\[CH2:3][CH2:4][CH3:5].[H-].[Al+3].[Li+].[H-].[H-].[H-].S(=O)(=O)(O)O>C(OCC)C>[CH:1](/[C@H:6]1[CH2:7][CH2:8][C@H:9]([CH:12]([CH2:13][OH:14])[CH2:16][OH:17])[CH2:10][CH2:11]1)=[CH:2]\[CH2:3][CH2:4][CH3:5] |f:1.2.3.4.5.6|. Reported procedure: A solution of 28.6 g of [trans-4-(1E-pentenyl)cyclohexyl]malonic acid in 150 ml of absolute diethyl ether is added dropwise in an inert gas atmosphere within 1 hr. to a suspension of 8.6 g of lithium aluminium hydride in 250 ml of absolute diethyl ether in such a manner that the mixture does not boil too strongly. The mixture is heated to boiling for a further 4 hours and then there are cautiously added dropwise thereto 15 ml of ice-cold water and thereafter 250 ml of 25 percent (v/v) sulphuric ... The reactants are [OH-].[Na+] (NaOH), N[C@@H]1[C@@H](N([C@@H]([C@H]1C(=O)OC)C)C(=O)OCC1=CC=CC=C1)C1=CC=CC=C1 ((2S*,3S*,4S*,5R*)-3-amino-1-benzyloxycarbonyl-4-methoxycarbonyl-5-methyl-2-phenylpyrrolidine), COC1=C(C=O)C=C(C=C1)OC(F)(F)F (2-methoxy-5-trifluoromethoxybenzaldehyde), [BH-](OC(=O)C)(OC(=O)C)OC(=O)C.[Na+] (NaBH(OAc)3). Run in C(Cl)Cl (CH2Cl2). Run at time 2 hour. Product: C(C1=CC=CC=C1)OC(=O)N1[C@H]([C@H]([C@H]([C@H]1C)C(=O)OC)NCC1=C(C=CC(=C1)OC(F)(F)F)OC)C1=CC=CC=C1 ((2S*,3S*,4R*,5R*)1-Benzyloxycarbonyl-3-[N-(2-methoxy-5-trifluoromethoxybenzyl)amino]-4-methoxycarbonyl-5-methyl-2-phenylpyrrolidine). The yield is 87.7%. RXN SMILES: [NH2:1][C@H:2]1[C@H:6]([C:7]([O:9][CH3:10])=[O:8])[C@@H:5]([CH3:11])[N:4]([C:12]([O:14][CH2:15][C:16]2[CH:21]=[CH:20][CH:19]=[CH:18][CH:17]=2)=[O:13])[C@H:3]1[C:22]1[CH:27]=[CH:26][CH:25]=[CH:24][CH:23]=1.[CH3:28][O:29][C:30]1[CH:37]=[CH:36][C:35]([O:38][C:39]([F:42])([F:41])[F:40])=[CH:34][C:31]=1[CH:32]=O.[BH-](OC(C)=O)(OC(C)=O)OC(C)=O.[Na+].[OH-].[Na+]>C(Cl)Cl>[CH2:15]([O:14][C:12]([N:4]1[C@H:5]([CH3:11])[C@H:6]([C:7]([O:9][CH3:10])=[O:8])[C@H:2]([NH:1][CH2:32][C:31]2[CH:34]=[C:35]([O:38][C:39]([F:40])([F:41])[F:42])[CH:36]=[CH:37][C:30]=2[O:29][CH3:28])[C@@H:3]1[C:22]1[CH:27]=[CH:26][CH:25]=[CH:24][CH:23]=1)=[O:13])[C:16]1[CH:17]=[CH:18][CH:19]=[CH:20][CH:21]=1 |f:2.3,4.5|. Procedure: To a stirred solution of (2S*,3S*,4S*,5R*)-3-amino-1-benzyloxycarbonyl-4-methoxycarbonyl-5-methyl-2-phenylpyrrolidine (793 mg, 2.15 mmol) and 2-methoxy-5-trifluoromethoxybenzaldehyde (569 mg, 2.58 mmol) in dry CH2Cl2 (10 ml) was added NaBH(OAc)3 (639 mg, 3.01 mmol) portionwise at room temperature. After stirring for 2 h at room temperature, the reaction mixture was basified to pH 10-11 by adding 10% NaOH aq. solution with ice-cooling. The organic layer was separated, and the aqueous layer was ex... Starting materials: CC(C)=O, O=Cc1ccccc1, OCc1ccccc1. Yields the product CC(=O)c1ccccc1. Reaction SMILES: [CH3:17][C:18](=[O:19])[CH3:20].[CH:9]([c:10]1[cH:11][cH:12][cH:13][cH:14][cH:15]1)=[O:16].[OH:1][CH2:2][c:3]1[cH:4][cH:5][cH:6][cH:7][cH:8]1>>[O:1]=[C:2]([c:3]1[cH:4][cH:5][cH:6][cH:7][cH:8]1)[CH3:9]. Reactants: ClC1=C(C=O)C=CC(=C1OC)OC (2-Chloro-3,4-dimethoxybenzaldehyde), aldehyde, [BH4-].[Na+] (sodium borohydride), ClC1=C(C=CC=2OCOC21)C=O (4-chloro-1,3-benzodioxole-5-carboxaldehyde), Heterocyclic. The solvent is C1CCOC1 (THF). The product is ClC1=C(C=CC=2OCOC21)CO (4-chloro-1,3-benzodioxole-5-methanol). Reaction SMILES: [Cl:1][C:2]1[C:9]([O:10]C)=[C:8]([O:12][CH3:13])[CH:7]=[CH:6][C:3]=1[CH:4]=[O:5].ClC1C2OCOC=2C=CC=1C=O.[BH4-].[Na+]>C1COCC1>[Cl:1][C:2]1[C:9]2[O:10][CH2:13][O:12][C:8]=2[CH:7]=[CH:6][C:3]=1[CH2:4][OH:5] |f:2.3|. Procedure details: 2-Chloro-3,4-dimethoxybenzaldehyde was converted to 4-chloro-1,3-benzodioxole-5-carboxaldehyde by the method of S. T. Ross, R. G. Franz, J. W. Wilson, R. A. Hahn and H. M. Sarau, J. Heterocyclic Chemistry, (1986) 23, 1805. Reduction of the aldehyde was then carried out with sodium borohydride (1 equivalent) in THF at 0° C. to provide 4-chloro-1,3-benzodioxole-5-methanol (Examples 30A, 31 A). The reactants are COC(=O)CCCCC(=O)ON1C(=O)CCC1=O, CC#N, CCOC(C)=O, C[Si](C)(C)Cl, [I-], [Na+]. Yields the product O=C(O)CCCCC(=O)ON1C(=O)CCC1=O. As a reaction SMILES: [C:1]([CH2:2][CH2:3][CH2:4][CH2:5][C:6](=[O:7])[O:8][N:9]1[C:10](=[O:15])[CH2:11][CH2:12][C:13]1=[O:14])(=[O:16])[O:17][CH3:18].[CH3:26][C:27]#[N:28].[CH3:29][CH2:30][O:31][C:32](=[O:33])[CH3:34].[Cl:19][Si:20]([CH3:21])([CH3:22])[CH3:23].[I-:25].[Na+:24]>>[C:1]([CH2:2][CH2:3][CH2:4][CH2:5][C:6](=[O:7])[O:8][N:9]1[C:10](=[O:15])[CH2:11][CH2:12][C:13]1=[O:14])(=[O:16])[OH:17].